From a dataset of the Open Reaction Database (ORD), a public repository of structured organic reaction records. describe an organic reaction: reactants, conditions, products, and yield Starting materials: COC1=C(C=CC=C1)C1(CC2CCC(C1)N2)O (3-(2-methoxyphenyl)-8-azabicyclo[3.2.1]octan-3-ol), COC1=CC=CC2=C1O[C@@H](CO2)COS(=O)(=O)C2=CC=C(C=C2)C ((S)-toluene-4-sulfonic acid 8-methoxy-2,3-dihydro-benzo[1,4]dioxin-2-ylmethyl ester). Product: COC1=CC=CC2=C1O[C@H](CO2)CN2C1CC(CC2CC1)(O)C1=C(C=CC=C1)OC (8-{[(2S)-8-Methoxy-2,3-dihydro-1,4-benzodioxin-2-yl]methyl}-3-(2-methoxyphenyl)-8-azabicyclo[3.2.1]octan-3-ol). Isolated yield 70.0%. Reaction SMILES: [CH3:1][O:2][C:3]1[CH:8]=[CH:7][CH:6]=[CH:5][C:4]=1[C:9]1([OH:17])[CH2:15][CH:14]2[NH:16][CH:11]([CH2:12][CH2:13]2)[CH2:10]1.[CH3:18][O:19][C:20]1[C:25]2[O:26][C@H:27]([CH2:30]OS(C3C=CC(C)=CC=3)(=O)=O)[CH2:28][O:29][C:24]=2[CH:23]=[CH:22][CH:21]=1>>[CH3:18][O:19][C:20]1[C:25]2[O:26][C@@H:27]([CH2:30][N:16]3[CH:11]4[CH2:12][CH2:13][CH:14]3[CH2:15][C:9]([C:4]3[CH:5]=[CH:6][CH:7]=[CH:8][C:3]=3[O:2][CH3:1])([OH:17])[CH2:10]4)[CH2:28][O:29][C:24]=2[CH:23]=[CH:22][CH:21]=1. Reported procedure: The title compound was prepared by the same procedure described in Example 1, Step 4 using 3-(2-methoxyphenyl)-8-azabicyclo[3.2.1]octan-3-ol in place of 3-naphthalen-2-yl-8-aza-bicyclo[3.2.1]octan-3-ol, and (S)-toluene-4-sulfonic acid 8-methoxy-2,3-dihydro-benzo[1,4]dioxin-2-ylmethyl ester in place of (S)-toluene-4-sulfonic acid 8-ethoxy-2,3-dihydro-benzo[1,4]dioxin-2-ylmethyl ester. Yield: 70%, white solid. The reactants are OC(COC1=CC=CC=2N=CNC21)CN2CCC(CC2)COC2=CC=CC=C2 (4-[2-Hydroxy-3-(4-phenoxymethylpiperidino)-propoxy]-benzimidazole), C(C(C)(C)C)(=O)Cl (pivaloyl chloride), N1=CC=CC=C1 (pyridine). Solvent: C(Cl)(Cl)Cl (chloroform). Yields the product Cl.C(C(C)(C)C)(=O)OC(COC1=CC=CC=2N=CNC21)CN2CCC(CC2)COC2=CC=CC=C2 (4-[2-pivaloyloxy-3-(4-phenoxymethylpiperidino)-propoxy]-benzimidazole hydrochloride). RXN SMILES: [OH:1][CH:2]([CH2:14][N:15]1[CH2:20][CH2:19][CH:18]([CH2:21][O:22][C:23]2[CH:28]=[CH:27][CH:26]=[CH:25][CH:24]=2)[CH2:17][CH2:16]1)[CH2:3][O:4][C:5]1[C:13]2[NH:12][CH:11]=[N:10][C:9]=2[CH:8]=[CH:7][CH:6]=1.[C:29]([Cl:35])(=[O:34])[C:30]([CH3:33])([CH3:32])[CH3:31].N1C=CC=CC=1>C(Cl)(Cl)Cl>[ClH:35].[C:29]([O:1][CH:2]([CH2:14][N:15]1[CH2:16][CH2:17][CH:18]([CH2:21][O:22][C:23]2[CH:24]=[CH:25][CH:26]=[CH:27][CH:28]=2)[CH2:19][CH2:20]1)[CH2:3][O:4][C:5]1[C:13]2[NH:12][CH:11]=[N:10][C:9]=2[CH:8]=[CH:7][CH:6]=1)(=[O:34])[C:30]([CH3:33])([CH3:32])[CH3:31] |f:4.5|. Reported procedure: 3.8 g. 4-[2-Hydroxy-3-(4-phenoxymethylpiperidino)-propoxy]-benzimidazole and 1.3 g. pivaloyl chloride are boiled under reflux for 2 hours in 25 ml. pyridine. After stripping off the solvent, the residue is taken up in 100 ml. chloroform. The chloroform solution is thoroughly washed with water, dried over anhydrous sodium sulphate and finally mixed with 50 ml. ethereal hydrochloric acid. After evaporation and recrystallization from ethanol, there is obtained 4-[2-pivaloyloxy-3-(4-phenoxymethylpip... Reported procedure: A 1.3 M solution of s-BuLi in cyclohexane (40.7 mL, 52.9 mmol) was added to a liquid nitrogen-cooled solution of TMEDA (8.68 mL, 57.5 mmol) in THF (50 mL), maintaining the reaction temperature at -90° C. throughout the addition. The resulting solution was stirred 5 min, a solution of N-ethyl-4-fluoro-1-naphthalene-carboxamide (5.00 g, 23.0 mmol) in THF (15 mL) was added, and the resulting purple solution was stirred for 10 min at -90° C. TMSCl (8.76 mL, 69.0 mmol) was added, and after 10 min the... As a reaction SMILES: [Li]C(CC)C.C1CCCCC1.CN(CCN(C)C)C.[CH2:20]([NH:22][C:23]([C:25]1[C:34]2[C:29](=[CH:30][CH:31]=[CH:32][CH:33]=2)[C:28]([F:35])=[CH:27][CH:26]=1)=[O:24])[CH3:21].[CH3:36][Si:37](Cl)([CH3:39])[CH3:38]>C1COCC1>[CH2:20]([NH:22][C:23]([C:25]1[C:34]2[C:29](=[CH:30][CH:31]=[CH:32][CH:33]=2)[C:28]([F:35])=[CH:27][C:26]=1[Si:37]([CH3:39])([CH3:38])[CH3:36])=[O:24])[CH3:21]. Run at temperature -90 celsius, time 5 minute. Run in C1CCOC1 (THF), C1CCOC1 (THF). The yield is 20.4%. The reactants are solution, [Li]C(C)CC (s-BuLi), C1CCCCC1 (cyclohexane), CN(C)CCN(C)C (TMEDA), C(C)NC(=O)C1=CC=C(C2=CC=CC=C12)F (N-ethyl-4-fluoro-1-naphthalene-carboxamide), C[Si](C)(C)Cl (TMSCl). The product is C(C)NC(=O)C1=C(C=C(C2=CC=CC=C12)F)[Si](C)(C)C (N-Ethyl-4-fluoro-2-(trimethylsilyl)-1-naphthalenecarboxamide). Starting materials: ClCC=1N=C(SC1)C1=CC=C(C(=O)OC)C=C1 (methyl 4-[4-(chloromethyl)-1,3-thiazol-2-yl]benzoate), C([O-])(O)=O.[Na+] (sodium bicarbonate), C(#N)C=1C(=C2C(=NC1[S-])CCC2)C2=CC=CC=C2.[Na+] (Sodium [3-cyano-4-phenyl-6,7-dihydro-5H-cyclopenta[b]pyridine-2-thiolate]). The solvent is O (water). Run at time 16 hour. The product is C(#N)C=1C(=C2C(=NC1SCC=1N=C(SC1)C1=CC=C(C(=O)OC)C=C1)CCC2)C2=CC=CC=C2 (Methyl 4-(4-{[(3-cyano-4-phenyl-6,7-dihydro-5H-cyclopenta[b]pyridin-2-yl)sulfanyl]methyl}-1,3-thiazol-2-yl)benzoate). Reaction SMILES: Cl[CH2:2][C:3]1[N:4]=[C:5]([C:8]2[CH:17]=[CH:16][C:11]([C:12]([O:14][CH3:15])=[O:13])=[CH:10][CH:9]=2)[S:6][CH:7]=1.C(=O)(O)[O-].[Na+].[C:23]([C:25]1[C:26]([C:35]2[CH:40]=[CH:39][CH:38]=[CH:37][CH:36]=2)=[C:27]2[CH2:34][CH2:33][CH2:32][C:28]2=[N:29][C:30]=1[S-:31])#[N:24].[Na+]>O>[C:23]([C:25]1[C:26]([C:35]2[CH:40]=[CH:39][CH:38]=[CH:37][CH:36]=2)=[C:27]2[CH2:34][CH2:33][CH2:32][C:28]2=[N:29][C:30]=1[S:31][CH2:2][C:3]1[N:4]=[C:5]([C:8]2[CH:17]=[CH:16][C:11]([C:12]([O:14][CH3:15])=[O:13])=[CH:10][CH:9]=2)[S:6][CH:7]=1)#[N:24] |f:1.2,3.4|. Procedure details: 315 mg (1.18 mmol) of methyl 4-[4-(chloromethyl)-1,3-thiazol-2-yl]benzoate (prepared as described in WO 2005/011685) and 329 mg (3.92 mmol) of sodium bicarbonate are added to the reaction mixture from Example 18A, and the mixture is stirred at RT for 16 h. 50 ml of water were added, and the reaction was extracted with ethyl acetate. The organic phase was washed with water and a saturated aqueous sodium chloride solution, dried over magnesium sulfate and freed from the solvent on a rotary evapora... The reactants are CS(C)=O, Cc1nccn1-c1ccc(Nc2nc3c(c(OS(=O)(=O)C(F)(F)F)n2)CN(C)CC3)cc1, OCC1Cc2ccccc2N1. Product: Cc1nccn1-c1ccc(Nc2nc3c(c(N4c5ccccc5CC4CO)n2)CN(C)CC3)cc1. Reaction SMILES: [CH3:44][S:45]([CH3:46])=[O:47].[F:1][C:2]([F:3])([F:4])[S:5]([O:6][c:7]1[c:8]2[c:9]([n:10][c:11]([NH:13][c:14]3[cH:15][cH:16][c:17](-[n:20]4[c:21]([CH3:25])[n:22][cH:23][cH:24]4)[cH:18][cH:19]3)[n:12]1)[CH2:26][CH2:27][N:28]([CH3:30])[CH2:29]2)(=[O:31])=[O:32].[NH:33]1[CH:34]([CH2:42][OH:43])[CH2:35][c:36]2[cH:37][cH:38][cH:39][cH:40][c:41]21>>[c:7]1([N:33]2[CH:34]([CH2:42][OH:43])[CH2:35][c:36]3[cH:37][cH:38][cH:39][cH:40][c:41]32)[c:8]2[c:9]([n:10][c:11]([NH:13][c:14]3[cH:15][cH:16][c:17](-[n:20]4[c:21]([CH3:25])[n:22][cH:23][cH:24]4)[cH:18][cH:19]3)[n:12]1)[CH2:26][CH2:27][N:28]([CH3:30])[CH2:29]2.